Dataset: the Open Reaction Database (ORD), a public repository of structured organic reaction records. Task: describe an organic reaction: reactants, conditions, products, and yield The reactants are OC1=NC=C(C(=O)N)C=C1[N+](=O)[O-] (6-hydroxy-5-nitronicotinamide), P(Cl)(Cl)(Cl)(Cl)Cl (phosphorus pentachloride). The solvent is P(=O)(Cl)(Cl)Cl (phosphorus oxychloride). Reported procedure: A mixture of 6-hydroxy-5-nitronicotinamide (343 g), phosphorus oxychloride (40 ml) and phosphorus pentachloride (1287 g) was heated at 130° C. for 3.5 hours. After cooling to ambient temperature, the mixture was concentrated in vacuo. The residue was partitioned between ethyl acetate and an aqueous saturated sodium bicarbonate solution. The organic layer was dried over magnesium sulfate and evaporated to afford 6-chloro-5-nitronicotinonitrile (374 g) as an oil. As a reaction SMILES: O[C:2]1[C:10]([N+:11]([O-:13])=[O:12])=[CH:9][C:5]([C:6]([NH2:8])=O)=[CH:4][N:3]=1.P(Cl)(Cl)(Cl)(Cl)[Cl:15]>P(Cl)(Cl)(Cl)=O>[Cl:15][C:2]1[C:10]([N+:11]([O-:13])=[O:12])=[CH:9][C:5]([C:6]#[N:8])=[CH:4][N:3]=1. Isolated yield 108.8%. Conditions: temperature 130 celsius. The product is ClC1=NC=C(C#N)C=C1[N+](=O)[O-] (6-chloro-5-nitronicotinonitrile).